This data is from the Open Reaction Database (ORD), a public repository of structured organic reaction records. The task is: describe an organic reaction: reactants, conditions, products, and yield The reactants are O=C(O)CCC(=O)O, CC(Nc1c(Cl)ccc2c1CCN(C(=O)C(F)(F)F)CC2)c1ccc(-c2ccccc2)s1, CC(Nc1c(Cl)ccc2c1CCNCC2)c1cccs1. The product is O=C(O)CCC(=O)O, CC(Nc1c(Cl)ccc2c1CCNCC2)c1ccc(-c2ccccc2)s1, CC(Nc1c(Cl)ccc2c1CCNCC2)c1cccs1. RXN SMILES: [C:33]([CH2:34][CH2:35][C:36](=[O:37])[OH:38])(=[O:39])[OH:40].[Cl:1][c:2]1[c:3]([NH:19][CH:20]([CH3:21])[c:22]2[s:23][c:24](-[c:27]3[cH:28][cH:29][cH:30][cH:31][cH:32]3)[cH:25][cH:26]2)[c:4]2[c:5]([cH:17][cH:18]1)[CH2:6][CH2:7][N:8]([C:11](=[O:12])[C:13]([F:14])([F:15])[F:16])[CH2:9][CH2:10]2.[Cl:41][c:42]1[c:43]([NH:53][CH:54]([CH3:55])[c:56]2[s:57][cH:58][cH:59][cH:60]2)[c:44]2[c:45]([cH:51][cH:52]1)[CH2:46][CH2:47][NH:48][CH2:49][CH2:50]2>>[C:33]([CH2:34][CH2:35][C:36](=[O:37])[OH:38])(=[O:39])[OH:40].[Cl:1][c:2]1[c:3]([NH:19][CH:20]([CH3:21])[c:22]2[s:23][c:24](-[c:27]3[cH:28][cH:29][cH:30][cH:31][cH:32]3)[cH:25][cH:26]2)[c:4]2[c:5]([cH:17][cH:18]1)[CH2:6][CH2:7][NH:8][CH2:9][CH2:10]2.[Cl:41][c:42]1[c:43]([NH:53][CH:54]([CH3:55])[c:56]2[s:57][cH:58][cH:59][cH:60]2)[c:44]2[c:45]([cH:51][cH:52]1)[CH2:46][CH2:47][NH:48][CH2:49][CH2:50]2. The reactants are COC=1C=C(C=CC1OC)NC=1N=CC2=C(C3=C(NC(C2)=O)C=CC(=C3)C(=O)O)N1 (2-(3,4-dimethoxy-phenylamino)-6-oxo-6,7-dihydro-5H-benzo[b]pyrimido[4,5-d]azepine-10-carboxylic acid), N1(CCCC1)CCCN (3-(pyrrolidin-1-yl)propan-1-amine). The product is N1(CCCC1)CCCNC(=O)C1=CC2=C(NC(CC3=C2N=C(N=C3)NC3=CC(=C(C=C3)OC)OC)=O)C=C1 (2-(3,4-Dimethoxy-phenylamino)-6-oxo-6,7-dihydro-5H-benzo[b]pyrimido[4,5-d]azepine-10-carboxylic acid (3-pyrrolidin-1-yl-propyl)-amide). As a reaction SMILES: [CH3:1][O:2][C:3]1[CH:4]=[C:5]([NH:11][C:12]2[N:13]=[CH:14][C:15]3[CH2:21][C:20](=[O:22])[NH:19][C:18]4[CH:23]=[CH:24][C:25]([C:27]([OH:29])=O)=[CH:26][C:17]=4[C:16]=3[N:30]=2)[CH:6]=[CH:7][C:8]=1[O:9][CH3:10].[N:31]1([CH2:36][CH2:37][CH2:38][NH2:39])[CH2:35][CH2:34][CH2:33][CH2:32]1>>[N:31]1([CH2:36][CH2:37][CH2:38][NH:39][C:27]([C:25]2[CH:24]=[CH:23][C:18]3[NH:19][C:20](=[O:22])[CH2:21][C:15]4[CH:14]=[N:13][C:12]([NH:11][C:5]5[CH:6]=[CH:7][C:8]([O:9][CH3:10])=[C:3]([O:2][CH3:1])[CH:4]=5)=[N:30][C:16]=4[C:17]=3[CH:26]=2)=[O:29])[CH2:35][CH2:34][CH2:33][CH2:32]1. Procedure details: In a manner similar to that described in Method N, 2-(3,4-dimethoxy-phenylamino)-6-oxo-6,7-dihydro-5H-benzo[b]pyrimido[4,5-d]azepine-10-carboxylic acid (I-43) and 3-(pyrrolidin-1-yl)propan-1-amine were converted to I-77 (6%) after purification by C-18 RP LC-MS chromatography. HRMS Calcd. for C28H32N6O4: 517.2563, Found 517.2552. Starting materials: COCC#CCCCCC(=O)O (8-methoxyoct-6-ynoic acid), OCC1(COC1)CCC (3-hydroxymethyl-3-n-propyloxetane). Product: COCC#CCCCCC12OCC(CO1)(CO2)CCC (1-(7-Methoxyhept-5-ynyl)-4-n-propyl-2,6,7-trioxabicyclo[2.2.2]octane). As a reaction SMILES: [CH3:1][O:2][CH2:3][C:4]#[C:5][CH2:6][CH2:7][CH2:8][CH2:9][C:10]([OH:12])=[O:11].[OH:13][CH2:14][C:15]1([CH2:19][CH2:20][CH3:21])[CH2:18]O[CH2:16]1>>[CH3:1][O:2][CH2:3][C:4]#[C:5][CH2:6][CH2:7][CH2:8][CH2:9][C:10]12[O:13][CH2:14][C:15]([CH2:19][CH2:20][CH3:21])([CH2:18][O:12]1)[CH2:16][O:11]2. Procedure: 1-(7-Methoxyhept-5-ynyl)-4-n-propyl-2,6,7-trioxabicyclo[2.2.2]octane was prepared from 8-methoxyoct-6-ynoic acid and 3-hydroxymethyl-3-n-propyloxetane using the methodology described in Example 1. The reactants are ClCCCl, O=C(O)C(F)(F)F, COCCCCn1c(C(=O)N(CC(C)C)C2CC(C(=O)N3CCC3)CN(C(=O)OC(C)(C)C)C2)nc2cc(F)c(F)cc21. Product: COCCCCn1c(C(=O)N(CC(C)C)C2CNCC(C(=O)N3CCC3)C2)nc2cc(F)c(F)cc21. RXN SMILES: [Cl:51][CH2:52][CH2:53][Cl:54].[F:44][C:45]([F:46])([F:47])[C:48]([OH:49])=[O:50].[N:1]1([C:5](=[O:6])[CH:7]2[CH2:8][N:9]([C:37]([O:38][C:39]([CH3:40])([CH3:41])[CH3:42])=[O:43])[CH2:10][CH:11]([N:13]([CH2:14][CH:15]([CH3:16])[CH3:17])[C:18](=[O:19])[c:20]3[n:21][c:22]4[c:23]([n:24]3[CH2:25][CH2:26][CH2:27][CH2:28][O:29][CH3:30])[cH:31][c:32]([F:36])[c:33]([F:35])[cH:34]4)[CH2:12]2)[CH2:2][CH2:3][CH2:4]1>>[N:1]1([C:5](=[O:6])[CH:7]2[CH2:8][NH:9][CH2:10][CH:11]([N:13]([CH2:14][CH:15]([CH3:16])[CH3:17])[C:18](=[O:19])[c:20]3[n:21][c:22]4[c:23]([n:24]3[CH2:25][CH2:26][CH2:27][CH2:28][O:29][CH3:30])[cH:31][c:32]([F:36])[c:33]([F:35])[cH:34]4)[CH2:12]2)[CH2:2][CH2:3][CH2:4]1. The reactants are CC(C)C1CC2(CCN(OCc3ccccc3)C2=O)c2cc(F)ccc2O1, CCCC1CC(=O)c2cc(F)ccc2O1, O=C1CC(CCc2ccccc2)Oc2ccc(F)cc21. Product: CC(C)C1CC2(CCN(O)C2=O)c2cc(F)ccc2O1. RXN SMILES: [CH2:16]([c:17]1[cH:18][cH:19][cH:20][cH:21][cH:22]1)[O:23][N:24]1[C:25](=[O:42])[C:26]2([CH2:27][CH:28]([CH:37]([CH3:38])[CH3:39])[O:29][c:30]3[c:31]2[cH:32][c:33]([F:36])[cH:34][cH:35]3)[CH2:40][CH2:41]1.[F:1][c:2]1[cH:3][cH:4][c:5]2[c:14]([cH:15]1)[C:12](=[O:13])[CH2:11][CH:7]([CH2:8][CH2:9][CH3:10])[O:6]2.[F:43][c:44]1[cH:45][cH:46][c:47]2[c:61]([cH:62]1)[C:59](=[O:60])[CH2:58][CH:49]([CH2:50][CH2:51][c:52]1[cH:53][cH:54][cH:55][cH:56][cH:57]1)[O:48]2>>[OH:23][N:24]1[C:25](=[O:42])[C:26]2([CH2:27][CH:28]([CH:37]([CH3:38])[CH3:39])[O:29][c:30]3[c:31]2[cH:32][c:33]([F:36])[cH:34][cH:35]3)[CH2:40][CH2:41]1. Starting materials: [Na] (sodium), C1(=CC=CC=C1)NCC(=O)O (N-phenylglycine), C(C(=C)C)(=O)OCC1CO1 (glycidyl methacrylate), Cl (hydrochloric acid), C1(O)=CC=C(O)C=C1 (hydroquinone). Solvent: O (Water), O (water), CO (methanol). Product: OC(CN(CC(=O)O)C1=CC=CC=C1)COC(C(=C)C)=O (N-(2-hydroxy-3-methacryloxypropyl)-N-phenylglycine). As a reaction SMILES: [Na].[C:2]1([NH:8][CH2:9][C:10]([OH:12])=[O:11])[CH:7]=[CH:6][CH:5]=[CH:4][CH:3]=1.C1(C=CC(O)=CC=1)O.[C:21]([O:26][CH2:27][CH:28]1[O:30][CH2:29]1)(=[O:25])[C:22]([CH3:24])=[CH2:23].Cl>O.CO>[OH:30][CH:28]([CH2:27][O:26][C:21](=[O:25])[C:22]([CH3:24])=[CH2:23])[CH2:29][N:8]([C:2]1[CH:7]=[CH:6][CH:5]=[CH:4][CH:3]=1)[CH2:9][C:10]([OH:12])=[O:11] |^1:0|. Reported procedure: A sodium salt of N-phenylglycine of 50 g (0.29 mol) was dissolved in water of 50 g and methanol of 50 g and then hydroquinone of 18 mg were added to the resulting solution. This solution was heated up to temperatures of 45° to 50° C. and glycidyl methacrylate of 41 g (0.29 mol) was added dropwise for 20 minutes with stirring followed by stirring for further 2 hours. Water of 200 g was added to the resulting solution and acidified with hydrochloric acid followed by filtering and drying the result... Reactants: FC1=CC=C(CON=C(C(=O)OCC)C(C)=O)C=C1 (Ethyl 2-(4-fluorobenzyloxyimino)-3-oxobutyrate), S(=O)(=O)(Cl)Cl (sulfuryl chloride). Run in C(C)(=O)O (acetic acid). Product: ClCC(C(C(=O)OCC)=NOCC1=CC=C(C=C1)F)=O (ethyl 4-chloro-2-(4-fluorobenzyloxyimino)-3-oxobutyrate). Yield: 40.9%. Reaction SMILES: [F:1][C:2]1[CH:19]=[CH:18][C:5]([CH2:6][O:7][N:8]=[C:9]([C:15](=[O:17])[CH3:16])[C:10]([O:12][CH2:13][CH3:14])=[O:11])=[CH:4][CH:3]=1.S(Cl)([Cl:23])(=O)=O>C(O)(=O)C>[Cl:23][CH2:16][C:15](=[O:17])[C:9](=[N:8][O:7][CH2:6][C:5]1[CH:4]=[CH:3][C:2]([F:1])=[CH:19][CH:18]=1)[C:10]([O:12][CH2:13][CH3:14])=[O:11]. Reported procedure: Ethyl 2-(4-fluorobenzyloxyimino)-3-oxobutyrate (syn isomer, 64.0 g.) and sulfuryl chloride (35.6 g.) and acetic acid (70.0 ml.) were treated in a similar manner to that of Example A-(2) to give ethyl 4-chloro-2-(4-fluorobenzyloxyimino)-3-oxobutyrate (syn isomer, 29.55 g.).